Dataset: the Open Reaction Database (ORD), a public repository of structured organic reaction records. Task: describe an organic reaction: reactants, conditions, products, and yield Starting materials: [Br-], CCOc1cccc(-n2cc(C=O)c(CC)n2)c1, CC(C)C[Mg+], C1CCOC1. Yields the product CCOc1cccc(-n2cc(C(O)CC(C)C)c(CC)n2)c1. RXN SMILES: [Br-:19].[CH2:1]([CH3:2])[O:3][c:4]1[cH:5][c:6](-[n:10]2[n:11][c:12]([CH2:17][CH3:18])[c:13]([CH:15]=[O:16])[cH:14]2)[cH:7][cH:8][cH:9]1.[CH2:20]([CH:21]([CH3:22])[CH3:23])[Mg+:24].[O:25]1[CH2:26][CH2:27][CH2:28][CH2:29]1>>[CH2:1]([CH3:2])[O:3][c:4]1[cH:5][c:6](-[n:10]2[n:11][c:12]([CH2:17][CH3:18])[c:13]([CH:15]([OH:16])[CH2:20][CH:21]([CH3:22])[CH3:23])[cH:14]2)[cH:7][cH:8][cH:9]1. Reactants: CC(=O)[O-], Clc1nc(Cl)c2[nH]cnc2n1, ClCCl, Cc1cccc(B(O)O)c1, c1cnc2c(c1)ccc1cccnc12. Yields the product Cc1cccc(-n2cnc3c(Cl)nc(Cl)nc32)c1. Reaction SMILES: [CH3:22][C:23](=[O:24])[O-:25].[Cl:1][c:2]1[n:3][c:4]([Cl:11])[c:5]2[nH:6][cH:7][n:8][c:9]2[n:10]1.[Cl:40][CH2:41][Cl:42].[c:12]1([CH3:21])[cH:13][c:14]([B:18]([OH:19])[OH:20])[cH:15][cH:16][cH:17]1.[n:26]1[c:27]2[c:28]([cH:29][cH:30][c:31]3[c:32]2[n:33][cH:34][cH:35][cH:36]3)[cH:37][cH:38][cH:39]1>>[Cl:1][c:2]1[n:3][c:4]([Cl:11])[c:5]2[n:6][cH:7][n:8](-[c:14]3[cH:13][c:12]([CH3:21])[cH:17][cH:16][cH:15]3)[c:9]2[n:10]1. The reactants are CN(CC1=CC=CC=C1)CCNC(C1CC1)C1CC1 (N-methyl-N-benzyl-2-(N'-dicyclopropylmethylamino)ethylamine). The reagents and catalysts are [Pd] (palladium-on-carbon). Solvent: C(C)O (ethanol). Conditions: temperature 45 celsius. Product: CNCCNC(C1CC1)C1CC1 (N-methyl-2-(N'-dicyclopropylmethylamino)ethylamine). RXN SMILES: [CH3:1][N:2]([CH2:10][CH2:11][NH:12][CH:13]([CH:17]1[CH2:19][CH2:18]1)[CH:14]1[CH2:16][CH2:15]1)CC1C=CC=CC=1>C(O)C.[Pd]>[CH3:1][NH:2][CH2:10][CH2:11][NH:12][CH:13]([CH:17]1[CH2:19][CH2:18]1)[CH:14]1[CH2:15][CH2:16]1. Procedure: 5.8 g of the compound obtained in Step b, in 30 ml of absolute ethanol, and 100 mg of 10% palladium-on-carbon are stirred and heated at 45° C. under a hydrogen atmosphere for 3 hours. The solvent is evaporated off. After customary treatment of the organic phase, the desired crude product is purified by distillation. Reactants: C(C)(C)(C)OC(=O)N1C[C@H](CC1)N (3(S)-aminopyrrolidine-1-carboxylic acid tert-butyl ester), [I-].[Na+] (sodium iodide), ClCCCCOC1=NC=CC=C1 (2-(4-chlorobutoxy)pyridine), C([O-])([O-])=O.[K+].[K+] (potassium carbonate). The solvent is C(C)(=O)OCC (ethyl acetate), O (water), C(C)#N (acetonitrile). The product is C(C)(C)(C)OC(=O)N1C[C@H](CC1)NCCCCOC1=NC=CC=C1 (3(S)-[4-(pyridin-2-yloxy)butylamino]pyrrolidine-1-carboxylic acid tert-butyl ester). Yield: 22.2%. Reaction SMILES: [C:1]([O:5][C:6]([N:8]1[CH2:12][CH2:11][C@H:10]([NH2:13])[CH2:9]1)=[O:7])([CH3:4])([CH3:3])[CH3:2].Cl[CH2:15][CH2:16][CH2:17][CH2:18][O:19][C:20]1[CH:25]=[CH:24][CH:23]=[CH:22][N:21]=1.C(=O)([O-])[O-].[K+].[K+].[I-].[Na+]>C(#N)C.C(OCC)(=O)C.O>[C:1]([O:5][C:6]([N:8]1[CH2:12][CH2:11][C@H:10]([NH:13][CH2:15][CH2:16][CH2:17][CH2:18][O:19][C:20]2[CH:25]=[CH:24][CH:23]=[CH:22][N:21]=2)[CH2:9]1)=[O:7])([CH3:4])([CH3:2])[CH3:3] |f:2.3.4,5.6|. Procedure: 3(S)-aminopyrrolidine-1-carboxylic acid tert-butyl ester (0.93 g, 5.0 mmol), 2-(4-chlorobutoxy)pyridine (0.93 g, 5.0 mmol), potassium carbonate (0.83 g, 6.0 mmol) and sodium iodide (0.83 g, 5.5 mmol) were suspended in acetonitrile (20 ml) and heated under reflux for 24 hours. After cooling to room temperature, water (50 ml) was added to the reaction solution and extraction with ethyl acetate (50 ml) was conducted. The organic layer was washed with water twice and dried over magnesium sulfate. Th... Starting materials: BrCC1CCCCO1, COc1cc(CBr)cc(OC)c1, O=C1Nc2ccccc2C12COc1cc3c(cc12)OCCO3, O=C1Nc2ccccc2C12COc1cc3c(cc12)CCO3. The product is COc1cc(CN2C(=O)C3(COc4cc5c(cc43)OCCO5)c3ccccc32)cc(OC)c1. As a reaction SMILES: [Br:56][CH2:57][CH:58]1[CH2:59][CH2:60][CH2:61][CH2:62][O:63]1.[CH3:44][O:45][c:46]1[cH:47][c:48]([CH2:49][Br:50])[cH:51][c:52]([O:54][CH3:55])[cH:53]1.[NH:1]1[C:2](=[O:22])[C:3]2([CH2:4][O:5][c:6]3[cH:7][c:8]4[c:9]([cH:14][c:15]32)[O:10][CH2:11][CH2:12][O:13]4)[c:16]2[cH:17][cH:18][cH:19][cH:20][c:21]21.[NH:23]1[c:24]2[c:25]([cH:26][cH:27][cH:28][cH:29]2)[C:30]2([CH2:31][O:32][c:33]3[cH:34][c:35]4[c:36]([cH:37][c:38]32)[CH2:39][CH2:40][O:41]4)[C:42]1=[O:43]>>[N:1]1([CH2:49][c:48]2[cH:47][c:46]([O:45][CH3:44])[cH:53][c:52]([O:54][CH3:55])[cH:51]2)[C:2](=[O:22])[C:3]2([CH2:4][O:5][c:6]3[cH:7][c:8]4[c:9]([cH:14][c:15]32)[O:10][CH2:11][CH2:12][O:13]4)[c:16]2[cH:17][cH:18][cH:19][cH:20][c:21]21.